Dataset: the Open Reaction Database (ORD), a public repository of structured organic reaction records. Task: describe an organic reaction: reactants, conditions, products, and yield Run in CCOCC (ether), CCOCC (ether). Run at temperature 80 celsius. The product is C(C)(C)(C)C1=CC=C(C=C1)CCC1CO1 (4-(4'-tert.-butylphenyl)-1,2-epoxybutane). Reaction SMILES: [Mg].[C:2]([C:6]1[CH:13]=[CH:12][C:9]([CH2:10]Cl)=[CH:8][CH:7]=1)([CH3:5])([CH3:4])[CH3:3].[CH2:14]([CH:16]1[O:18][CH2:17]1)Cl>CCOCC>[C:2]([C:6]1[CH:13]=[CH:12][C:9]([CH2:10][CH2:14][CH:16]2[O:18][CH2:17]2)=[CH:8][CH:7]=1)([CH3:5])([CH3:4])[CH3:3]. Starting materials: [Mg] (magnesium), C(C)(C)(C)C1=CC=C(CCl)C=C1 (4-tert.-butylbenzyl chloride), C(Cl)C1CO1 (epichlorohydrin). Procedure details: A Grignard solution freshly prepared from 12.15 g (0.50 gram atom) magnesium chips and 91.7 g (0.50 mole) 4-tert.-butylbenzyl chloride in 550 ml dry ether is dripped with agitation into a precooled solution of 92.5 g (1.00 mole) epichlorohydrin in 165 ml dry ether, so that the temperature does not exceed -40° C. After addition is complete, the cooling bath is removed, the solution is allowed to stand for several hours at room temperature, and then hydrolyzed with ice water and dilute hydrochlori... Starting materials: C(CCC#C)N1N=NC=C1 (1-Pent-4-ynyl-1H-[1,2,3]triazole), N(=[N+]=[N-])CC(=CC1=CC=CC=C1)C ((3-Azido-2-methylpropenyl)-benzene). The product is CC(CN1N=NC(=C1)CCCN1N=NC=C1)=CC1=CC=CC=C1 (1-(2-Methyl-3-phenyl-allyl)-4-(3-[1,2,3]triazol-1-yl-propyl)-1H-[1,2,3]triazole). The yield is 99.6%. Reaction SMILES: [CH2:1]([N:6]1[CH:10]=[CH:9][N:8]=[N:7]1)[CH2:2][CH2:3][C:4]#[CH:5].[N:11]([CH2:14][C:15]([CH3:23])=[CH:16][C:17]1[CH:22]=[CH:21][CH:20]=[CH:19][CH:18]=1)=[N+:12]=[N-:13]>>[CH3:23][C:15](=[CH:16][C:17]1[CH:22]=[CH:21][CH:20]=[CH:19][CH:18]=1)[CH2:14][N:11]1[CH:5]=[C:4]([CH2:3][CH2:2][CH2:1][N:6]2[CH:10]=[CH:9][N:8]=[N:7]2)[N:13]=[N:12]1. Procedure details: 1-Pent-4-ynyl-1H-[1,2,3]triazole (0.100 g, 0.739 mmol) was reacted with (3-Azido-2-methylpropenyl)-benzene (0.154 g, 0.889 mmol) following the general procedure for click reactions outlined above to produce 1-(2-Methyl-3-phenyl-allyl)-4-(3-[1,2,3]triazol-1-yl-propyl)-1H-[1,2,3]triazole (0.227 g, Quantitative) as a white solid. 1H NMR (300 MHz, DMSO) δ 7.91 (s, 1H), δ 7.77 (s, 2H), δ 7.40-7.25 (m, 5H), δ 6.47 (s, 1H), δ 5.05 (s, 2H), δ 4.48 (t, 2H), δ 2.62 (t, 2H), δ 2.50 (t, 2H), δ 2.21 (m, 2H),... Starting materials: CC(C)(C1=CC=CC=C1)N1N=C(N=N1)C1=CC=C(C=C1)CN(C[C@@H]([C@H](CC1=CC=CC=C1)NC([C@@H](NC(=O)OC)C(C)(C)C)=O)O)NC(=O)OC(C)(C)C (1-{4-[2-(1-methyl-1-phenyl-ethyl)-2H-tetrazol-5-yl]-phenyl}-4(S)-hydroxy-2-(tert-butoxycarbonyl)amino-5(S)-N-(N-methoxycarbonyl-(L)-tert-leucyl)amino-6-phenyl-2-azahexane), Cl (HCl). Procedure: Under a nitrogen atmosphere, 1.37 g (1.84 mmol) of 1-{4-[2-(1-methyl-1-phenyl-ethyl)-2H-tetrazol-5-yl]-phenyl}-4(S)-hydroxy-2-(tert-butoxycarbonyl)amino-5(S)-N-(N-methoxycarbonyl-(L)-tert-leucyl)amino-6-phenyl-2-azahexane are stirred in 64 ml of acetonitrile and 64 ml of aqueous 2N HCl at room temperature for 6 days. The reaction mixture is filtered, and the filtrate is concentrated by evaporation under a high vacuum at room temperature and is finally lyophilised from dioxane to yield the title ... Run in C(C)#N (acetonitrile). Product: Cl.CC(C)(C1=CC=CC=C1)N1N=C(N=N1)C1=CC=C(C=C1)CN(C[C@@H]([C@H](CC1=CC=CC=C1)NC([C@@H](NC(=O)OC)C(C)(C)C)=O)O)N (1-{4-[2-(1-Methyl-1-phenyl-ethyl)-2H-tetrazol-5-yl]-phenyl}-4(S)-hydroxy-2-amino-5(S)-N-(N-methoxycarbonyl-(L)-tert-leucyl)amino-6-phenyl-2-azahexane hydrochloride). As a reaction SMILES: [CH3:1][C:2]([N:10]1[N:14]=[N:13][C:12]([C:15]2[CH:20]=[CH:19][C:18]([CH2:21][N:22]([NH:47]C(OC(C)(C)C)=O)[CH2:23][C@H:24]([OH:46])[C@@H:25]([NH:33][C:34](=[O:45])[C@H:35]([C:41]([CH3:44])([CH3:43])[CH3:42])[NH:36][C:37]([O:39][CH3:40])=[O:38])[CH2:26][C:27]3[CH:32]=[CH:31][CH:30]=[CH:29][CH:28]=3)=[CH:17][CH:16]=2)=[N:11]1)([C:4]1[CH:9]=[CH:8][CH:7]=[CH:6][CH:5]=1)[CH3:3].[ClH:55]>C(#N)C>[ClH:55].[CH3:3][C:2]([N:10]1[N:14]=[N:13][C:12]([C:15]2[CH:16]=[CH:17][C:18]([CH2:21][N:22]([NH2:47])[CH2:23][C@H:24]([OH:46])[C@@H:25]([NH:33][C:34](=[O:45])[C@H:35]([C:41]([CH3:43])([CH3:42])[CH3:44])[NH:36][C:37]([O:39][CH3:40])=[O:38])[CH2:26][C:27]3[CH:28]=[CH:29][CH:30]=[CH:31][CH:32]=3)=[CH:19][CH:20]=2)=[N:11]1)([C:4]1[CH:5]=[CH:6][CH:7]=[CH:8][CH:9]=1)[CH3:1] |f:3.4|. Reactants: C[Si](C)(C)[N-][Si](C)(C)C.[K+] (potassium bis(trimethylsilyl)amide), [Si](C)(C)(C(C)(C)C)OCCCC1=CC=C(C=C1)CC(C(=O)N(CC1=C(C(=CC=C1)Cl)Cl)C1CC1)C#N (3-[4-(3-{[tert-butyl(dimethyl)silyl]oxy}propyl)phenyl]-2-cyano-N-cyclopropyl-N-(2,3-dichlorobenzyl)propanamide), IC (Iodomethane). The solvent is C1CCOC1 (THF). Run at temperature -40 celsius, time 15 minute. Yields the product [Si](C)(C)(C(C)(C)C)OCCCC1=CC=C(C=C1)CC(C(=O)N(CC1=C(C(=CC=C1)Cl)Cl)C1CC1)(C)C#N (3-[4-(3-{[tert-Butyl(dimethyl)silyl]oxy}propyl)phenyl]-2-cyano-N-cyclopropyl-N-(2,3-dichlorobenzyl)-2-methylpropanamide). As a reaction SMILES: [Si:1]([O:8][CH2:9][CH2:10][CH2:11][C:12]1[CH:17]=[CH:16][C:15]([CH2:18][CH:19]([C:35]#[N:36])[C:20]([N:22]([CH:32]2[CH2:34][CH2:33]2)[CH2:23][C:24]2[CH:29]=[CH:28][CH:27]=[C:26]([Cl:30])[C:25]=2[Cl:31])=[O:21])=[CH:14][CH:13]=1)([C:4]([CH3:7])([CH3:6])[CH3:5])([CH3:3])[CH3:2].[CH3:37][Si]([N-][Si](C)(C)C)(C)C.[K+].IC>C1COCC1>[Si:1]([O:8][CH2:9][CH2:10][CH2:11][C:12]1[CH:17]=[CH:16][C:15]([CH2:18][C:19]([C:35]#[N:36])([CH3:37])[C:20]([N:22]([CH:32]2[CH2:34][CH2:33]2)[CH2:23][C:24]2[CH:29]=[CH:28][CH:27]=[C:26]([Cl:30])[C:25]=2[Cl:31])=[O:21])=[CH:14][CH:13]=1)([C:4]([CH3:7])([CH3:6])[CH3:5])([CH3:3])[CH3:2] |f:1.2|. Procedure details: To a solution of 3-[4-(3-{[tert-butyl(dimethyl)silyl]oxy}propyl)phenyl]-2-cyano-N-cyclopropyl-N-(2,3-dichlorobenzyl)propanamide (prepared as detailed in Example 14, 1 eq.) in THF (0.1 M) was added, at −78° C., potassium bis(trimethylsilyl)amide (15% w/w toluene solution, 1 eq.). The resulting yellow suspension was stirred at −78° C. for 15 min and at −40° C. for 15 min. Iodomethane (1 eq.) was then added and the reaction mixture was slowly warmed to RT over 14 h. The reaction was quenched with s... The reactants are COc1ccc(CO)cc1, CCO, ClCCl, CSC(=S)N1CCNCC1, O=S(Cl)Cl. RXN SMILES: [CH3:1][O:2][c:3]1[cH:4][cH:5][c:6]([CH2:7][OH:8])[cH:9][cH:10]1.[CH3:25][CH2:26][OH:27].[Cl:28][CH2:29][Cl:30].[N:15]1([C:21](=[S:22])[S:23][CH3:24])[CH2:16][CH2:17][NH:18][CH2:19][CH2:20]1.[S:11]([Cl:12])([Cl:13])=[O:14]>>[CH3:1][O:2][c:3]1[cH:4][cH:5][c:6]([CH2:7][N:18]2[CH2:17][CH2:16][N:15]([C:21](=[S:22])[S:23][CH3:24])[CH2:20][CH2:19]2)[cH:9][cH:10]1. Yields the product COc1ccc(CN2CCN(C(=S)SC)CC2)cc1. The reactants are FC(CNCCCC1(N(CC(=C1)C1=C(C=CC(=C1)F)F)C(=O)N(C)C)C1=CC=CC=C1)F (2-{3-[(2,2-difluoroethyl)amino]propyl}-4-(2,5-difluorophenyl)-N,N-dimethyl-2-phenyl-2,5-dihydro-1H-pyrrole-1-carboxamide), [H-].[Na+] (NaH), CI (MeI). Solvent: C1CCOC1 (THF). Conditions: time 1 hour. The product is FC(CN(CCCC1(N(CC(=C1)C1=C(C=CC(=C1)F)F)C(=O)N(C)C)C1=CC=CC=C1)C)F (2-{3-[(2,2-difluoroethyl)(methyl)amino]propyl}-4-(2,5-difluorophenyl)-N,N-dimethyl-2-phenyl-2,5-dihydro-1H-pyrrole-1-carboxamide). As a reaction SMILES: [F:1][CH:2]([F:32])[CH2:3][NH:4][CH2:5][CH2:6][CH2:7][C:8]1([C:26]2[CH:31]=[CH:30][CH:29]=[CH:28][CH:27]=2)[CH:12]=[C:11]([C:13]2[CH:18]=[C:17]([F:19])[CH:16]=[CH:15][C:14]=2[F:20])[CH2:10][N:9]1[C:21]([N:23]([CH3:25])[CH3:24])=[O:22].[H-].[Na+].[CH3:35]I>C1COCC1>[F:32][CH:2]([F:1])[CH2:3][N:4]([CH3:35])[CH2:5][CH2:6][CH2:7][C:8]1([C:26]2[CH:27]=[CH:28][CH:29]=[CH:30][CH:31]=2)[CH:12]=[C:11]([C:13]2[CH:18]=[C:17]([F:19])[CH:16]=[CH:15][C:14]=2[F:20])[CH2:10][N:9]1[C:21]([N:23]([CH3:25])[CH3:24])=[O:22] |f:1.2|. Procedure details: To 35 mg (0.08 mmol) of amine 19-4 in THF was added 22 mg (0.55 mmol) of NaH (60% dispersion in oil) and 24 μL (0.39 mmol) of MeI. After stirring for 1 h, the reaction was quenched with water and partitioned with EtOAc, washed with brine, dried over MgSO4, concentrated by rotary evaporation, and the residue was purified by column chromatography on silica gel with EtOAc/hexanes to provide 19-5 a colorless gum. Data for 19-5: 1HNMR (500 MHz, CDCl3) δ 7.4-7.2 (m, 5H), 7.1-6.9 (m, 3H), 6.2 (s, 1H), ...